Dataset: the Open Reaction Database (ORD), a public repository of structured organic reaction records. Task: describe an organic reaction: reactants, conditions, products, and yield Starting materials: [Br-], [Li]CCCC, CC(c1ccc2c(c1)SC(C)(C)S2)[P+](c1ccccc1)(c1ccccc1)c1ccccc1, CCCCCC, O=Cc1ccc(OCCN2CCOCC2)cc1, C1CCOC1. Yields the product CC(=Cc1ccc(OCCN2CCOCC2)cc1)c1ccc2c(c1)SC(C)(C)S2. As a reaction SMILES: [Br-:1].[CH2:34]([Li:35])[CH2:36][CH2:37][CH3:38].[CH3:2][C:3]1([CH3:33])[S:4][c:5]2[c:6]([cH:8][cH:9][c:10]([CH:12]([CH3:13])[P+:14]([c:15]3[cH:16][cH:17][cH:18][cH:19][cH:20]3)([c:21]3[cH:22][cH:23][cH:24][cH:25][cH:26]3)[c:27]3[cH:28][cH:29][cH:30][cH:31][cH:32]3)[cH:11]2)[S:7]1.[CH3:61][CH2:62][CH2:63][CH2:64][CH2:65][CH3:66].[O:39]1[CH2:40][CH2:41][N:42]([CH2:45][CH2:46][O:47][c:48]2[cH:49][cH:50][c:51]([CH:52]=[O:53])[cH:54][cH:55]2)[CH2:43][CH2:44]1.[O:56]1[CH2:57][CH2:58][CH2:59][CH2:60]1>>[CH3:2][C:3]1([CH3:33])[S:4][c:5]2[c:6]([cH:8][cH:9][c:10]([C:12]([CH3:13])=[CH:52][c:51]3[cH:50][cH:49][c:48]([O:47][CH2:46][CH2:45][N:42]4[CH2:41][CH2:40][O:39][CH2:44][CH2:43]4)[cH:55][cH:54]3)[cH:11]2)[S:7]1. Starting materials: NC1=CC(=C(C(=O)O)C=C1)F (4-Amino-2-fluoro-benzoic acid), ClC(C(C)(O)C)(Cl)Cl (1,1,1-trichloro-2-methyl-propan-2-ol), CC(=O)C (acetone), [OH-].[Na+] (sodium hydroxide). Conditions: temperature 0 celsius, time 12 hour. The product is C(=O)(O)C(C)(C)NC1=CC(=C(C(=O)O)C=C1)F (4-(1-carboxy-1-methyl-ethylamino)-2-fluoro-benzoic acid). RXN SMILES: [NH2:1][C:2]1[CH:10]=[CH:9][C:5]([C:6]([OH:8])=[O:7])=[C:4]([F:11])[CH:3]=1.Cl[C:13](Cl)(Cl)[C:14]([CH3:17])(O)[CH3:15].[OH-:20].[Na+].CC(C)=[O:24]>>[C:13]([C:14]([NH:1][C:2]1[CH:10]=[CH:9][C:5]([C:6]([OH:8])=[O:7])=[C:4]([F:11])[CH:3]=1)([CH3:17])[CH3:15])([OH:24])=[O:20] |f:2.3|. Procedure: 4-Amino-2-fluoro-benzoic acid (0.2 g, 1.29 mmol) and 1,1,1-trichloro-2-methyl-propan-2-ol (0.593 g, 3.35 mmol) were dissolved in anhydrous acetone and the solution was cooled at 0° C. Powdered sodium hydroxide (0.2 g, 5.01 mmol) was added portion-wise after which the reaction mixture was warmed to and stirred at room temperature for 12 h. Volatiles were removed under reduced pressure and the residue was acidified with 1M aqueous HCl. The crude product obtained was purified by reverse phase HPLC ... Starting materials: COC(=O)CC1CCC(CN2CCCC(N(Cc3cc(C(F)(F)F)cc(C(F)(F)F)c3)c3nnn(C)n3)c3cc4c(c(C)c32)COC4)CC1, CO, Cl, [Na+], [OH-], O. Yields the product Cc1c2c(cc3c1N(CC1CCC(CC(=O)O)CC1)CCCC3N(Cc1cc(C(F)(F)F)cc(C(F)(F)F)c1)c1nnn(C)n1)COC2. RXN SMILES: [CH3:1][O:2][C:3]([CH2:4][CH:5]1[CH2:6][CH2:7][CH:8]([CH2:11][N:12]2[CH2:13][CH2:14][CH2:15][CH:16]([N:27]([c:28]3[n:29][n:30][n:31]([CH3:33])[n:32]3)[CH2:34][c:35]3[cH:36][c:37]([C:45]([F:46])([F:47])[F:48])[cH:38][c:39]([C:41]([F:42])([F:43])[F:44])[cH:40]3)[c:17]3[cH:18][c:19]4[c:23]([c:24]([CH3:26])[c:25]32)[CH2:22][O:21][CH2:20]4)[CH2:9][CH2:10]1)=[O:49].[CH3:53][OH:54].[ClH:52].[Na+:51].[OH-:50].[OH2:55]>>[O:2]=[C:3]([CH2:4][CH:5]1[CH2:6][CH2:7][CH:8]([CH2:11][N:12]2[CH2:13][CH2:14][CH2:15][CH:16]([N:27]([c:28]3[n:29][n:30][n:31]([CH3:33])[n:32]3)[CH2:34][c:35]3[cH:36][c:37]([C:45]([F:46])([F:47])[F:48])[cH:38][c:39]([C:41]([F:42])([F:43])[F:44])[cH:40]3)[c:17]3[cH:18][c:19]4[c:23]([c:24]([CH3:26])[c:25]32)[CH2:22][O:21][CH2:20]4)[CH2:9][CH2:10]1)[OH:49]. Starting materials: COCCN, CN(C)C=O, NC(=O)c1ccc(Cl)nc1Cl. The product is COCCNc1nc(Cl)ccc1C(N)=O. As a reaction SMILES: [CH3:12][O:13][CH2:14][CH2:15][NH2:16].[CH3:17][N:18]([CH3:19])[CH:20]=[O:21].[Cl:1][c:2]1[c:3]([C:4](=[O:5])[NH2:6])[cH:7][cH:8][c:9]([Cl:11])[n:10]1>>[c:2]1([NH:16][CH2:15][CH2:14][O:13][CH3:12])[c:3]([C:4](=[O:5])[NH2:6])[cH:7][cH:8][c:9]([Cl:11])[n:10]1. Starting materials: OS(=O)(=O)C(F)(F)F (Triflic acid), C(N)(=N)SCC1=C(C2=CC(=CC=C2CC1)Br)C ((7-bromo-1-methyl-3,4-dihydronaphthalen-2-yl)methyl carbamimidothioate), C([O-])(O)=O.[Na+] (sodium bicarbonate). Solvent: C(=O)(C(F)(F)F)O (TFA). Conditions: temperature 0 celsius, time 2 hour. Yields the product BrC1=CC=C2CC[C@H]3[C@@](N=C(SC3)N)(C2=C1)C (rel-(4aS,10bR)-9-bromo-10b-methyl-4a,5,6,10b-tetrahydro-4H-naphtho[1,2-d][1,3]thiazin-2-amine). RXN SMILES: OS(C(F)(F)F)(=O)=O.[C:9]([S:12][CH2:13][C:14]1[CH2:23][CH2:22][C:21]2[C:16](=[CH:17][C:18]([Br:24])=[CH:19][CH:20]=2)[C:15]=1[CH3:25])(=[NH:11])[NH2:10].C(=O)(O)[O-].[Na+]>C(O)(C(F)(F)F)=O>[Br:24][C:18]1[CH:17]=[C:16]2[C:21]([CH2:22][CH2:23][C@@H:14]3[CH2:13][S:12][C:9]([NH2:10])=[N:11][C@:15]32[CH3:25])=[CH:20][CH:19]=1 |f:2.3|. Procedure: Triflic acid (0.25 mL, 2.82 mmol) was added to flask charged with a stirred solution of (7-bromo-1-methyl-3,4-dihydronaphthalen-2-yl)methyl carbamimidothioate from step C3 (255 mg, 0.819 mmol) in TFA (2.5 mL) at 0° C. The resulting mixture was capped and left to stir at 0° C. for 2 h. The reaction contents were carefully added to a swirled mixture of ice and excess solid sodium bicarbonate. After gas evolution had ceased, the resulting mixture was extracted with EtOAc. The combined organic layer...